This data is from the Open Reaction Database (ORD), a public repository of structured organic reaction records. The task is: describe an organic reaction: reactants, conditions, products, and yield Starting materials: C(=O)(O)CN1CCN(CCN(CCNCC1)CC(=O)O)CC(=O)O (1,4,7-tris-(carboxymethyl)-1,4,7, 10-tetraazacyclododecane), BrCCOCCOC (1-bromo-3,6-dioxa-heptane), [I-].[Na+] (sodium iodide), C([O-])([O-])=O.[K+].[K+] (potassium carbonate). The solvent is CN(C=O)C (dimethylformamide). The product is C(COCCOC)N1CCN(CCN(CCN(CC1)CC(=O)O)CC(=O)O)CC(=O)O (10-(3,6-Dioxa-heptyl)-1,4,7-tris-(carboxymethyl)-1,4,7,10-tetraazacyclododecane). Isolated yield 76.0%. As a reaction SMILES: [C:1]([CH2:4][N:5]1[CH2:16][CH2:15][NH:14][CH2:13][CH2:12][N:11]([CH2:17][C:18]([OH:20])=[O:19])[CH2:10][CH2:9][N:8]([CH2:21][C:22]([OH:24])=[O:23])[CH2:7][CH2:6]1)([OH:3])=[O:2].Br[CH2:26][CH2:27][O:28][CH2:29][CH2:30][O:31][CH3:32].[I-].[Na+].C(=O)([O-])[O-].[K+].[K+]>CN(C)C=O>[CH2:26]([N:14]1[CH2:13][CH2:12][N:11]([CH2:17][C:18]([OH:20])=[O:19])[CH2:10][CH2:9][N:8]([CH2:21][C:22]([OH:24])=[O:23])[CH2:7][CH2:6][N:5]([CH2:4][C:1]([OH:3])=[O:2])[CH2:16][CH2:15]1)[CH2:27][O:28][CH2:29][CH2:30][O:31][CH3:32] |f:2.3,4.5.6|. Reported procedure: 3 g (8.66 mmol) of 1,4,7-tris-(carboxymethyl)-1,4,7, 10-tetraazacyclododecane is stirred in 50 ml of dimethylformamide for 10 hours with 1.83 g (10 mmol) of 1-bromo-3,6-dioxa-heptane, 100 mg of sodium iodide and 4 g of potassium carbonate at 90° C. It is concentrated by evaporation in a vacuum and the residue is spread between 100 ml of water and 50 ml of diethyl ether. The aqueous phase is adjusted to pH 2 with 5 N hydrochloric acid and evaporated to dryness. The residue is refluxed with 200 ml... The reactants are CN(C=O)C (N,N-dimethylformamide), [Se](=O)=O (selenium dioxide), polycarbonate, C(C1=CC=CC=C1)(C1=C(C=C(N(CC)CC)C=C1)C)C1=C(C=C(N(CC)CC)C=C1)C (4,4'-benzylidenebis(N,N-diethyl-m-toluidine)). Product: CC=1C(=C(C(=C(O)C1)C)C)O (trimethylhydroquinone). The yield is 234.9%. Reaction SMILES: [Se](=O)=[O:2].[CH:4](C1C=CC(N(CC)CC)=CC=1C)([C:11]1C=C[C:14](N(CC)CC)=[CH:13][C:12]=1[CH3:22])[C:5]1C=CC=C[CH:6]=1.CN(C)[CH:37]=[O:38]>>[CH3:6][C:5]1[C:37]([OH:38])=[C:13]([CH3:14])[C:12]([CH3:22])=[C:11]([CH:4]=1)[OH:2]. Reported procedure: After dissolving 45 mg of selenium dioxide, 0.4 g of a polycarbonate resin (having the same composition as the resin used for CTL in Example 1), and 280 mg of 4,4'-benzylidenebis(N,N-diethyl-m-toluidine) in 5 g of N,N-dimethylformamide and then dissolving therein 145 mg of trimethylhydroquinone, the solution obtained was immediately coated on an aluminum-vapor deposited polyester film (same as in Example 1) using a coating rod and dried for one hour under hot blast of 60° C. to form a photocondu... The reactants are S(=O)(=O)(Cl)Cl (sulphuryl chloride), C(CCC)OC=CC(C(F)(F)F)=O (4-n-butoxy-1,1,1-trifluoro-but-3-en-2-one). Run in ClCCl (dichloromethane), ClCCl (dichloromethane). Run at temperature 0 celsius, time 4 hour. The product is C(CCC)OC=C(C(C(F)(F)F)=O)Cl (4-n-butoxy-3-chloro-1,1,1-trifluorobut-3-en-2-one). Yield: 92.1%. RXN SMILES: S(Cl)([Cl:4])(=O)=O.[CH2:6]([O:10][CH:11]=[CH:12][C:13](=[O:18])[C:14]([F:17])([F:16])[F:15])[CH2:7][CH2:8][CH3:9]>ClCCl>[CH2:6]([O:10][CH:11]=[C:12]([Cl:4])[C:13](=[O:18])[C:14]([F:16])([F:17])[F:15])[CH2:7][CH2:8][CH3:9]. Procedure details: 28.0 g (0.22 mole) of sulphuryl chloride in 60 ml of dichloromethane are added dropwise with stirring to 39.0 g (0.2 mole) of 4-n-butoxy-1,1,1-trifluoro-but-3-en-2-one in 200 ml of dichloromethane at 0° C. After stirring for 4 hours at 0° C., the solvent and unreacted sulphuryl chloride are distilled off and the residue is distilled slowly under reduced pressure. 42.5 g of pale yellow 4-n-butoxy-3-chloro-1,1,1-trifluorobut-3-en-2-one of boiling point 105°-106° C./12 mbar, nD20 =1.4484 are obtain... Reactants: BrC1=CC=C(C=C1)C1(CC1)C(=O)NNC(=O)OC(C)(C)C (Tert-butyl 2-{[1-(4-bromophenyl)cyclopropyl]carbonyl}hydrazinecarboxylate), CC1=NC=C(C=N1)B(O)O ((2-methylpyrimidin-5-yl)boronic acid), C([O-])([O-])=O.[K+].[K+] (potassium carbonate), Cl.O1CCOCC1 (hydrochloric acid dioxane). The solvent is CO (methanol), O1CCOCC1 (1,4-dioxane), O (water), C(C)(=O)OCC (ethyl acetate). Run at temperature 90 celsius, time 3 hour. Yields the product CC1=NC=C(C=N1)C1=CC=C(C=C1)C1(CC1)C(=O)NN (1-[4-(2-Methylpyrimidin-5-yl)phenyl]cyclopropanecarbohydrazide). Isolated yield 33.4%. Reaction SMILES: Br[C:2]1[CH:7]=[CH:6][C:5]([C:8]2([C:11]([NH:13][NH:14]C(OC(C)(C)C)=O)=[O:12])[CH2:10][CH2:9]2)=[CH:4][CH:3]=1.[CH3:22][C:23]1[N:28]=[CH:27][C:26](B(O)O)=[CH:25][N:24]=1.C(=O)([O-])[O-].[K+].[K+].Cl.O1CCOCC1>O1CCOCC1.O.C(OCC)(=O)C.CO>[CH3:22][C:23]1[N:28]=[CH:27][C:26]([C:2]2[CH:3]=[CH:4][C:5]([C:8]3([C:11]([NH:13][NH2:14])=[O:12])[CH2:9][CH2:10]3)=[CH:6][CH:7]=2)=[CH:25][N:24]=1 |f:2.3.4,5.6|. Procedure: The compound (2.34 g, 6.59 mmol) obtained in Example 16-2), (2-methylpyrimidin-5-yl)boronic acid (1.00 g, 7.25 mmol), 1,1′-bis(diphenylphosphino)ferrocene-palladium(II) dichloride-dichloromethane complex (0.54 g, 0.66 mmol), and potassium carbonate (2.73 g, 19.76 mmol) were dissolved in a mixed solvent of 1,4-dioxane (20 mL) and water (10 mL), and the mixture was stirred at 90° C. for 3 h. The reaction mixture was cooled to room temperature and then diluted with ethyl acetate (150 mL). The organ... The reactants are ClC1=NC(=C2N=CN(C2=N1)[C@H]1[C@@H]([C@@H]([C@H](C1)NC(CC)=O)O)O)NCC(C1=CC=CC=C1)C1=CC=CC=C1 (N-{(1S,2R,3S,4R)-4-[2-chloro-6-(2,2-diphenyl-ethylamino)-purin-9-yl]-2,3-dihydroxy-cyclopentyl}-propionamide), C1(=CC=CC=C1)C(CN)C1=CC=CC=C1 (2,2-diphenylethylamine), ClC1=NC(=C2N=CN(C2=N1)[C@H]1[C@@H]([C@@H]([C@H](C1)NC(CC)=O)O)O)Cl (N-[(1S,2R,3S,4R)-4-(2,6-dichloro-purin-9-yl)-2,3-dihydroxy-cyclopentyl]-propionamide), ClC1=NC(=C2N=CN(C2=N1)[C@H]1[C@@H]([C@@H]([C@H](C1)NC(=O)COC(C)=O)O)O)Cl (acetic acid [(1S,2R,3S,4R)-4-(2,6-dichloro-purin-9-yl)-2,3-dihydroxy-cyclopentylcarbamoyl]-methyl ester). Yields the product C(C1=CC=CC=C1)[C@@H](CO)NC1=C2N=CN(C2=NC(=N1)Cl)[C@H]1[C@@H]([C@@H]([C@H](C1)NC(CO)=O)O)O (N-{(1S,2R,3S,4R)-4-[6-((S)-1-Benzyl-2-hydroxy-ethylamino)-2-chloro-purin-9-yl]-2,3-dihydroxy-cyclopentyl}-2-hydroxy-acetamide). RXN SMILES: [Cl:1][C:2]1[N:10]=[C:9]2[C:5]([N:6]=[CH:7][N:8]2[C@@H:11]2[CH2:15][C@H:14]([NH:16][C:17](=[O:20])[CH2:18]C)[C@@H:13]([OH:21])[C@H:12]2[OH:22])=[C:4]([NH:23][CH2:24][CH:25]([C:32]2[CH:37]=[CH:36][CH:35]=[CH:34][CH:33]=2)C2C=CC=CC=2)[N:3]=1.ClC1N=C2C(N=CN2[C@@H]2C[C@H](N[C:54](=[O:57])CC)[C@@H](O)[C@H]2O)=C(Cl)N=1.ClC1N=C2C(N=CN2[C@@H]2C[C@H](NC(COC(=O)C)=[O:78])[C@@H](O)[C@H]2O)=C(Cl)N=1.C1(C(C2C=CC=CC=2)CN)C=CC=CC=1>>[CH2:25]([C@H:24]([NH:23][C:4]1[N:3]=[C:2]([Cl:1])[N:10]=[C:9]2[C:5]=1[N:6]=[CH:7][N:8]2[C@@H:11]1[CH2:15][C@H:14]([NH:16][C:17](=[O:20])[CH2:18][OH:78])[C@@H:13]([OH:21])[C@H:12]1[OH:22])[CH2:54][OH:57])[C:32]1[CH:37]=[CH:36][CH:35]=[CH:34][CH:33]=1. Reported procedure: N-{(1S,2R,3S,4R)-4-[6-((S)-1-Benzyl-2-hydroxy-ethylamino)-2-chloro-purin-9-yl]-2,3-dihydroxy-cyclopentyl}-2-hydroxy-acetamide is prepared analogously to N-{(1S,2R,3S,4R)-4-[2-chloro-6-(2,2-diphenyl-ethylamino)-purin-9-yl]-2,3-dihydroxy-cyclopentyl}-propionamide by replacing N-[(1S,2R,3S,4R)-4-(2,6-dichloro-purin-9-yl)-2,3-dihydroxy-cyclopentyl]-propionamide, with acetic acid [(1S,2R,3S,4R)-4-(2,6-dichloro-purin-9-yl)-2,3-dihydroxy-cyclopentylcarbamoyl]-methyl ester (Intermediate FA) and replacin... Reaction SMILES: [Br:1][C:2]1[CH:3]=[C:4]2[C:8](=[CH:9][CH:10]=1)[NH:7][C:6]([C:11]1[CH:16]=[CH:15][CH:14]=[CH:13][CH:12]=1)=[C:5]2[CH2:17][CH2:18][CH2:19][CH2:20][CH3:21].[CH3:22]I>CN(C=O)C>[Br:1][C:2]1[CH:3]=[C:4]2[C:8](=[CH:9][CH:10]=1)[N:7]([CH3:22])[C:6]([C:11]1[CH:16]=[CH:15][CH:14]=[CH:13][CH:12]=1)=[C:5]2[CH2:17][CH2:18][CH2:19][CH2:20][CH3:21]. The yield is 62.5%. Reactants: BrC=1C=C2C(=C(NC2=CC1)C1=CC=CC=C1)CCCCC (5-bromo-3-pentyl-2-phenyl-1H-indole), k-t-butoxide, CI (methyl iodide). The product is BrC=1C=C2C(=C(N(C2=CC1)C)C1=CC=CC=C1)CCCCC (5-Bromo-1-methyl-3-pentyl-2-phenyl-1H-indole), product. Procedure: The desired product was prepared using a procedure similar to step 2 of example 3. Thus, 5-bromo-3-pentyl-2-phenyl-1H-indole (1.711 g, 5.000 mmol) was reacted with k-t-butoxide (0.589 g, 5.250 mmol) and methyl iodide (0.745 g, 5.250 mmol) in DMF (15 ml) to give the product (1.113 g, 3.124 mmol, 62%) as a colorless oil. 1H DMSO-d6) δ 0.76 (t, J=7.0 Hz, 3H), 1.13-1.18 (m, 4H), 1.44-1.50 (m, 2H), 2.58 (t, J=7.6 Hz, 2H), 3.53 (s, 3H), 7.27 (dd, J=2.0, 8.7 Hz, 1H), 7.41-7.44 (m, 3H), 7.48 (t, J=7.5 H... Run in CN(C)C=O (DMF). The reactants are COC(CCNC([C@H]1N(CCC1)C(=O)OC(C)(C)C)=O)=O (t-butyloxycarbonyl-L-prolyl-β-alanine methyl ester), N (ammonia). Run in CO (methanol). Reaction conditions: time 2 day. The product is C(C)(C)(C)OC(=O)N1[C@H](C(=O)NCCC(=O)N)CCC1 (t-butyloxycarbonyl-L-prolyl-β-alaninamide). Reaction SMILES: C[O:2][C:3](=O)[CH2:4][CH2:5][NH:6][C:7](=[O:20])[C@@H:8]1[CH2:12][CH2:11][CH2:10][N:9]1[C:13]([O:15][C:16]([CH3:19])([CH3:18])[CH3:17])=[O:14].[NH3:22]>CO>[C:16]([O:15][C:13]([N:9]1[CH2:10][CH2:11][CH2:12][C@H:8]1[C:7]([NH:6][CH2:5][CH2:4][C:3]([NH2:22])=[O:2])=[O:20])=[O:14])([CH3:19])([CH3:18])[CH3:17]. Procedure details: A solution of 11 g of t-butyloxycarbonyl-L-prolyl-β-alanine methyl ester in 80 ml of methanol was saturated with ammonia gas at 0° C and stored for 2 days at room temperature. The solution was concentrated in vacuo and the residue crystallised from methanol/water. Yield: 9.8 g; melting point 175°-4 177° C; [α]D25 = -44.5° (c = 1 in dimethylformamide). Reactants: N1(C=NC=C1)C1=C(C=C(C=C1)N1C(O[C@H](C1)CN=[N+]=[N-])=O)F ((5R)-3-(4-Imidazol-1-yl-3-fluorophenyl)-5-azidomethyloxazolidin-2-one), C12=CC=C(CC1)C2 (norbornadiene). Solvent: O1CCOCC1 (dioxane). Product: N1(C=NC=C1)C1=C(C=C(C=C1)N1C(O[C@H](C1)CN1N=NC=C1)=O)F ((5R)-3-(4-Imidazol-1-yl-3-fluorophenyl)-5-(1,2,3-triazol-1-ylmethyl)-oxazolidin-2-one). Yield: 80.5%. As a reaction SMILES: [N:1]1([C:6]2[CH:11]=[CH:10][C:9]([N:12]3[CH2:16][C@H:15]([CH2:17][N:18]=[N+:19]=[N-:20])[O:14][C:13]3=[O:21])=[CH:8][C:7]=2[F:22])[CH:5]=[CH:4][N:3]=[CH:2]1.[C:23]12CC(CC1)=C[CH:24]=2>O1CCOCC1>[N:1]1([C:6]2[CH:11]=[CH:10][C:9]([N:12]3[CH2:16][C@H:15]([CH2:17][N:18]4[CH:24]=[CH:23][N:20]=[N:19]4)[O:14][C:13]3=[O:21])=[CH:8][C:7]=2[F:22])[CH:5]=[CH:4][N:3]=[CH:2]1. Procedure: (5R)-3-(4-Imidazol-1-yl-3-fluorophenyl)-5-azidomethyloxazolidin-2-one (755 mg, 1.35 mM) was dissolved in dioxane (40 ml), treated with norbornadiene (115 g, 12.5 mM) and heated under reflux for 16 hours. After removal of the solvent, the residue was dissolved in the minimum of dichloromethane and purified by chromatography on a 20 g silica Mega Bond Elut® column, eluting with a gradient increasing in polarity from 0 to 10% methanol in dichloromethane. Relevant fractions were combined and evapora...